This data is from the Open Reaction Database (ORD), a public repository of structured organic reaction records. The task is: describe an organic reaction: reactants, conditions, products, and yield Reactants: COC=1C=C(C=C(C1Br)OC)I (3,5-dimethoxy-4-bromo-iodobenzene), O1C(=CC=C1)B(O)O (2-furylboronic acid), C(=O)([O-])[O-].[Na+].[Na+] (Na2CO3), C1CCOC1 (THF). Reagents/catalysts: [Br-].C(CCC)[N+](CCCC)(CCCC)CCCC (tetrabutylammonium bromide), C1(=CC=CC=C1)P(C1=CC=CC=C1)C1=CC=CC=C1 (triphenylphosphine). Solvent: O (H2O). Reaction conditions: temperature 60 celsius. Yields the product BrC1=C(C=C(C=C1OC)C=1OC=CC1)OC (2-(4-bromo-3,5-dimethoxyphenyl)furan). Yield: 91.2%. As a reaction SMILES: [CH3:1][O:2][C:3]1[CH:4]=[C:5](I)[CH:6]=[C:7]([O:10][CH3:11])[C:8]=1[Br:9].[O:13]1[CH:17]=[CH:16][CH:15]=[C:14]1B(O)O.C([O-])([O-])=O.[Na+].[Na+].C1COCC1>[Br-].C([N+](CCCC)(CCCC)CCCC)CCC.C1(P(C2C=CC=CC=2)C2C=CC=CC=2)C=CC=CC=1.O>[Br:9][C:8]1[C:3]([O:2][CH3:1])=[CH:4][C:5]([C:14]2[O:13][CH:17]=[CH:16][CH:15]=2)=[CH:6][C:7]=1[O:10][CH3:11] |f:2.3.4,6.7|. Procedure: 2-(4-Bromo-3,5-dimethoxyphenyl)furan was synthesized according to the procedure reported in WO 2008/040669 as follows. To a round bottom flask containing 3,5-dimethoxy-4-bromo-iodobenzene (7.9 g, 85% purity, 19.6 mmol), 2-furylboronic acid (3.4 g, 30.4 mmol), triphenylphosphine (0.358 g, 1.37 mmol), tetrabutylammonium bromide (7.94 g, 14.6 mmol) and Na2CO3 (4.9 g, 46.2 mmol) was added THF (87 mL) and H2O (87 mL). The mixture was degassed by alternately putting under house vacuum and argon three ... The reactants are FC(F)(Br)C(F)(F)Br, Cc1cc(C[Si](C)(C)C)nc(-n2c(C)ccc2C)c1, CN(C)C=O. As a reaction SMILES: [Br:20][C:21]([F:22])([F:23])[C:24]([F:25])([F:26])[Br:27].[CH3:1][c:2]1[n:3](-[c:8]2[n:9][c:10]([CH2:15][Si:16]([CH3:17])([CH3:18])[CH3:19])[cH:11][c:12]([CH3:14])[cH:13]2)[c:4]([CH3:7])[cH:5][cH:6]1.[O:28]=[CH:29][N:30]([CH3:31])[CH3:32]>>[CH3:1][c:2]1[n:3](-[c:8]2[n:9][c:10]([CH2:15][Br:20])[cH:11][c:12]([CH3:14])[cH:13]2)[c:4]([CH3:7])[cH:5][cH:6]1. Yields the product Cc1cc(CBr)nc(-n2c(C)ccc2C)c1. Reactants: BrC1=CC=C(C=C1)N=C=S (4-Bromophenyl isothiocyanate), CN=C=O (methyl isocyanate), Cl (HCl), [O-][Mn](=O)(=O)=O.[K+] (KMnO4). Product: BrC1=CC=C(C=C1)N1C(N(SC1=O)C)=O (4-(4-Bromophenyl)-2-methyl-1,2,4-thiadiazolidine-3,5-dione). As a reaction SMILES: [Br:1][C:2]1[CH:7]=[CH:6][C:5]([N:8]=[C:9]=[S:10])=[CH:4][CH:3]=1.Cl.[O-:12][Mn](=O)(=O)=O.[K+].[CH3:18][N:19]=[C:20]=[O:21]>>[Br:1][C:2]1[CH:7]=[CH:6][C:5]([N:8]2[C:9](=[O:12])[S:10][N:19]([CH3:18])[C:20]2=[O:21])=[CH:4][CH:3]=1 |f:2.3|. Reported procedure: Reagents: 4-Bromophenyl isothiocyanate (1.4 g, 6.5 mmol), 35% HCl (3.1 ml), KMnO4 (0.5 g), methyl isocyanate (0.38 ml, 6.5 mmol). Reactants: COC1=NC=CC=C1C=1OC(=CN1)C1=CC=CC(=N1)NC1=NC=CC(=C1)C ({6-[2-(2-methoxy-pyridin-3-yl)-oxazol-5-yl]-pyridin-2-yl}-(4-methyl-pyridin-2-yl)-amine), Cl (HCl), O (water). Solvent: CCO (EtOH). Conditions: temperature 80 celsius, time 18 hour. The product is CC1=CC(=NC=C1)NC1=CC=CC(=N1)C1=CN=C(O1)C=1C(NC=CC1)=O (3-{5-[6-(4-methyl-pyridin-2-ylamino)-pyridin-2-yl]-oxazol-2-yl}-1H-pyridin-2-one). As a reaction SMILES: C[O:2][C:3]1[C:8]([C:9]2[O:10][C:11]([C:14]3[N:19]=[C:18]([NH:20][C:21]4[CH:26]=[C:25]([CH3:27])[CH:24]=[CH:23][N:22]=4)[CH:17]=[CH:16][CH:15]=3)=[CH:12][N:13]=2)=[CH:7][CH:6]=[CH:5][N:4]=1.Cl.O>CCO>[CH3:27][C:25]1[CH:24]=[CH:23][N:22]=[C:21]([NH:20][C:18]2[N:19]=[C:14]([C:11]3[O:10][C:9]([C:8]4[C:3](=[O:2])[NH:4][CH:5]=[CH:6][CH:7]=4)=[N:13][CH:12]=3)[CH:15]=[CH:16][CH:17]=2)[CH:26]=1. Procedure: A solution of {6-[2-(2-methoxy-pyridin-3-yl)-oxazol-5-yl]-pyridin-2-yl}-(4-methyl-pyridin-2-yl)-amine above (236 mg, 0.655 mmol) in EtOH (10 ml) was treated with conc. HCl (1 ml) and heated to 80° C. for 3 h and then 60° C. for 18 h. The cooled mixture was treated with water and the product precipitated as a yellow solid. 1H NMR (400 MHz, DMSO-d6) δ 12.23 (s, 1H), 9.78 (s, 1H), 8.29-8.22 (m, 1H), 8.11 (d, J=5.0 Hz, 1H), 7.86 (s, 1H), 7.82-7.73 (m, 2H), 7.69-7.63 (m, 1H), 7.60 (d, J=8.4 Hz, 1H), ... The reactants are 390b, ClC1=NN2C(C(=CC=C2)NCC2=C(C=CC=C2)OC)=N1 ((2-chloro-[1,2,4]triazolo[1,5-a]pyridin-8-yl)-(2-methoxy-benzyl)-amine), CN1CCN(CC1)C1=CC=C(C=C1)N (4-(4-methyl-piperazin-1-yl)-phenylamine), BrC=1C=2N(C=CC1)N=C(N2)Cl (8-bromo-2-chloro-[1,2,4]triazolo[1,5-a]pyridine), COC=1C=C(CN)C=CC1 (3-methoxy-benzylamine). Yields the product ClC1=NN2C(C(=CC=C2)NCC2=CC(=CC=C2)OC)=N1 ((2-Chloro-[1,2,4]triazolo[1,5-a]pyridin-8-yl)-(3-methoxy-benzyl)-amine), COC=1C=C(CNC=2C=3N(C=CC2)N=C(N3)NC3=CC=C(C=C3)N3CCN(CC3)C)C=CC1 (N(8)-(3-Methoxy-benzyl)-N(2)-[4-(4-methyl-piperazin-1-yl)-phenyl]-[1,2,4]triazolo[1,5-a]pyridine-2,8-diamine), foam. Isolated yield 24.0%. Reaction SMILES: Br[C:2]1[C:3]2[N:4]([N:8]=[C:9]([Cl:11])[N:10]=2)[CH:5]=[CH:6][CH:7]=1.[CH3:12][O:13][C:14]1[CH:15]=[C:16]([CH:19]=[CH:20][CH:21]=1)[CH2:17][NH2:18].Cl[C:23]1[N:41]=[C:26]2[C:27]([NH:31][CH2:32][C:33]3[CH:38]=[CH:37][CH:36]=[CH:35][C:34]=3OC)=[CH:28][CH:29]=[CH:30][N:25]2[N:24]=1.[CH3:42][N:43]1[CH2:48][CH2:47][N:46]([C:49]2[CH:54]=[CH:53][C:52]([NH2:55])=[CH:51][CH:50]=2)[CH2:45][CH2:44]1>>[Cl:11][C:9]1[N:10]=[C:3]2[C:2]([NH:18][CH2:17][C:16]3[CH:19]=[CH:20][CH:21]=[C:14]([O:13][CH3:12])[CH:15]=3)=[CH:7][CH:6]=[CH:5][N:4]2[N:8]=1.[CH3:12][O:13][C:37]1[CH:38]=[C:33]([CH:34]=[CH:35][CH:36]=1)[CH2:32][NH:31][C:27]1[C:26]2[N:25]([N:24]=[C:23]([NH:55][C:52]3[CH:53]=[CH:54][C:49]([N:46]4[CH2:45][CH2:44][N:43]([CH3:42])[CH2:48][CH2:47]4)=[CH:50][CH:51]=3)[N:41]=2)[CH:30]=[CH:29][CH:28]=1. Procedure details: (2-Chloro-[1,2,4]triazolo[1,5-a]pyridin-8-yl)-(3-methoxy-benzyl)-amine was prepared from 8-bromo-2-chloro-[1,2,4]triazolo[1,5-a]pyridine (2.00 g, 8.60 mmol), and 3-methoxy-benzylamine (1.26 mL, 9.72 mmol) in a manner analogous to Example 2d. Product was isolated as an off-white solid, (1.90 g. 77%). 1H NMR (400 MHz, (D3C)2SO, δ, ppm): 8.08 (d, J=6.4 Hz, 1H), 7.24 (m, 2H), 6.96 (s, 3H), 6.79 (d, J=8.0 Hz, 1H), 6.41 (d, J=8.0 Hz, 1H), 4.44 (d, J=5.9 Hz, 2H), 3.71 (s, 3H). 390b) N(8)-(3-Methoxy-ben...